From a dataset of the Open Reaction Database (ORD), a public repository of structured organic reaction records. describe an organic reaction: reactants, conditions, products, and yield Reactants: C(C)OC(=O)C=1C=C2C(=C(C=NC2=CC1)C#N)Cl (4-chloro-3-cyano-quinoline-6-carboxylic acid ethyl ester), C1(CC1)B(O)O (cyclopropylboronic acid), C([O-])([O-])=O.[Na+].[Na+] (sodium carbonate). Yields the product C(C)OC(=O)C=1C=C2C(=C(C=NC2=CC1)C#N)C1CC1 (3-cyano-4-cyclopropyl-quinoline-6-carboxylic acid ethyl ester). RXN SMILES: [CH2:1]([O:3][C:4]([C:6]1[CH:7]=[C:8]2[C:13](=[CH:14][CH:15]=1)[N:12]=[CH:11][C:10]([C:16]#[N:17])=[C:9]2Cl)=[O:5])[CH3:2].[CH:19]1(B(O)O)[CH2:21][CH2:20]1.C(=O)([O-])[O-].[Na+].[Na+]>>[CH2:1]([O:3][C:4]([C:6]1[CH:7]=[C:8]2[C:13](=[CH:14][CH:15]=1)[N:12]=[CH:11][C:10]([C:16]#[N:17])=[C:9]2[CH:19]1[CH2:21][CH2:20]1)=[O:5])[CH3:2] |f:2.3.4|. Procedure details: Similar procedure as described in example 46d was used, starting from 4-chloro-3-cyano-quinoline-6-carboxylic acid ethyl ester (example 46c), cyclopropylboronic acid, sodium carbonate and POPd to give 3-cyano-4-cyclopropyl-quinoline-6-carboxylic acid ethyl ester as colorless oil. LC-MS m/e 267 (MH+).